describe an organic reaction: reactants, conditions, products, and yield From a dataset of the Open Reaction Database (ORD), a public repository of structured organic reaction records. RXN SMILES: FC(F)(F)C(O)=O.[Cl:8][C:9]1[CH:14]=[C:13]2[NH:15][C:16](=[O:38])[C:17]3([CH:21]([C:22]4[CH:27]=[CH:26][CH:25]=[C:24]([Cl:28])[C:23]=4[F:29])[CH:20]([C:30](O)=[O:31])[NH:19][CH:18]3[CH2:33][C:34]([CH3:37])([CH3:36])[CH3:35])[C:12]2=[CH:11][CH:10]=1.C(N(C(C)C)CC)(C)C.C1(P(Cl)(C2C=CC=CC=2)=O)C=CC=CC=1.[NH2:63][C:64]1[CH:73]=[CH:72][C:67]([C:68]([O:70][CH3:71])=[O:69])=[C:66]([O:74][CH3:75])[CH:65]=1>>[CH3:71][O:70][C:68](=[O:69])[C:67]1[CH:72]=[CH:73][C:64]([NH:63][C:30]([C@@H:20]2[NH:19][C@@H:18]([CH2:33][C:34]([CH3:36])([CH3:35])[CH3:37])[C@:17]3([C:12]4[C:13](=[CH:14][C:9]([Cl:8])=[CH:10][CH:11]=4)[NH:15][C:16]3=[O:38])[C@H:21]2[C:22]2[CH:27]=[CH:26][CH:25]=[C:24]([Cl:28])[C:23]=2[F:29])=[O:31])=[CH:65][C:66]=1[O:74][CH3:75] |f:0.1|. Procedure: In a manner similar to the method described in Example 5, rac-(2′S,3′R,4′S,5′R)-6-chloro-4′-(3-chloro-2-fluoro-phenyl)-2′-(2,2-dimethyl-propyl)-2-oxo-1,2-dihydro-spiro[indole-3,3′-pyrrolidine]-5′-carboxylic acid trifluoroacetic acid prepared in Example 4 (0.2 g, 0.36 mmol), was reacted with diisopropylethylamine (0.18 g, 1.4 mmol), diphenylphosphinic chloride (0.25 g, 1.1 mmol), then reacted with methyl 4-amino-2-methoxybenzoate (Acros) (0.077 g, 0.43 mmol) to give rac-4-{[(2′S,3′R,4′S,5′R)-6-ch... The reactants are FC(C(=O)O)(F)F.ClC1=CC=C2C(=C1)NC(C21C(NC(C1C1=C(C(=CC=C1)Cl)F)C(=O)O)CC(C)(C)C)=O (rac-(2′S,3′R,4′S,5′R)-6-chloro-4′-(3-chloro-2-fluoro-phenyl)-2′-(2,2-dimethyl-propyl)-2-oxo-1,2-dihydro-spiro[indole-3,3′-pyrrolidine]-5′-carboxylic acid trifluoroacetic acid), NC1=CC(=C(C(=O)OC)C=C1)OC (methyl 4-amino-2-methoxybenzoate), C(C)(C)N(CC)C(C)C (diisopropylethylamine), C1(=CC=CC=C1)P(=O)(C1=CC=CC=C1)Cl (diphenylphosphinic chloride). The yield is 5.3%. Yields the product COC(C1=C(C=C(C=C1)NC(=O)[C@H]1[C@@H]([C@@]2([C@@H](N1)CC(C)(C)C)C(NC1=CC(=CC=C12)Cl)=O)C1=C(C(=CC=C1)Cl)F)OC)=O (rac-4-{[(2′S,3′R,4′S,5′R)-6-chloro-4′-(3-chloro-2-fluoro-phenyl)-2′-(2,2-dimethyl-propyl)-2-oxo-1,2-dihydro-spiro[indole-3,3′-pyrrolidine]-5′-carbonyl]amino}-2-methoxy-benzoic acid methyl ester). Yields the product ClC=1C=C2CC(C(C2=CC1)=O)(O)C1=CC=C(C=C1)Cl (5-Chloro-2-(4-chlorophenyl)-2,3-dihydro-2-hydroxy-1H-inden-1-one). Reported procedure: A solution of 2.4 g (0.009 moles) of the product obtained from Step B and 20 mL of toluene was added with stirring to a mixture of 1.8 g (0.010 moles) of triethylphosphite, 0.1 g (0.0004 moles) of benzyltriethyl ammonium chloride, 100 mL of toluene and 50 mL of 50% aqueous sodium hydroxide solution. A steady stream of air was introduced into the vigorously stirred reaction mixture at room temperature for 1 hour. The resulting mixture was partitioned between 100 mL of Et2O and 200 mL of water and... The reagents and catalysts are [Cl-].C(C1=CC=CC=C1)[N+](CC)(CC)CC (benzyltriethyl ammonium chloride). Yield: 45.5%. Starting materials: C(C)OP(OCC)OCC (triethylphosphite), [OH-].[Na+] (sodium hydroxide), ClC=1C=C2CC(C(C2=CC1)=O)C1=CC=C(C=C1)Cl (5-Chloro-2-(4-chlorophenyl)-2,3-dihydro-1H-inden-1-one). Reaction SMILES: [Cl:1][C:2]1[CH:3]=[C:4]2[C:8](=[CH:9][CH:10]=1)[C:7](=[O:11])[CH:6]([C:12]1[CH:17]=[CH:16][C:15]([Cl:18])=[CH:14][CH:13]=1)[CH2:5]2.C([O:21]P(OCC)OCC)C.[OH-].[Na+]>[Cl-].C([N+](CC)(CC)CC)C1C=CC=CC=1.C1(C)C=CC=CC=1>[Cl:1][C:2]1[CH:3]=[C:4]2[C:8](=[CH:9][CH:10]=1)[C:7](=[O:11])[C:6]([C:12]1[CH:17]=[CH:16][C:15]([Cl:18])=[CH:14][CH:13]=1)([OH:21])[CH2:5]2 |f:2.3,4.5|. The solvent is C1(=CC=CC=C1)C (toluene), C1(=CC=CC=C1)C (toluene). The reactants are BrC1=CC=CC(=N1)C(C)(O)C=1N=NN(C1)CCO (1-(6-bromopyridin-2-yl)-1-[1-(2-hydroxyethyl)-1H-1,2,3-triazol-4-yl]ethanol), NC=1SC(=CC1C(=O)N)C1=C(C=C(C=C1)C(C)(C)O)F (2-amino-5-[2-fluoro-4-(1-hydroxy-1-methylethyl)phenyl]thiophene-3-carboxamide). Product: FC1=C(C=CC(=C1)C(C)(C)O)C1=CC(=C(S1)NC1=NC(=CC=C1)C(C)(C=1N=NN(C1)CCO)O)C(=O)N (5-[2-Fluoro-4-(1-hydroxy-1-methylethyl)phenyl]-2-[(6-{1-hydroxy-1-[1-(2-hydroxyethyl)-1H-1,2,3-triazol-4-yl]ethyl}pyridin-2-yl)amino]thiophene-3-carboxamide). As a reaction SMILES: Br[C:2]1[N:7]=[C:6]([C:8]([C:11]2[N:12]=[N:13][N:14]([CH2:16][CH2:17][OH:18])[CH:15]=2)([OH:10])[CH3:9])[CH:5]=[CH:4][CH:3]=1.[NH2:19][C:20]1[S:21][C:22]([C:28]2[CH:33]=[CH:32][C:31]([C:34]([OH:37])([CH3:36])[CH3:35])=[CH:30][C:29]=2[F:38])=[CH:23][C:24]=1[C:25]([NH2:27])=[O:26]>>[F:38][C:29]1[CH:30]=[C:31]([C:34]([OH:37])([CH3:35])[CH3:36])[CH:32]=[CH:33][C:28]=1[C:22]1[S:21][C:20]([NH:19][C:2]2[CH:3]=[CH:4][CH:5]=[C:6]([C:8]([OH:10])([C:11]3[N:12]=[N:13][N:14]([CH2:16][CH2:17][OH:18])[CH:15]=3)[CH3:9])[N:7]=2)=[C:24]([C:25]([NH2:27])=[O:26])[CH:23]=1. Procedure details: The title compound was synthesized from 1-(6-bromopyridin-2-yl)-1-[1-(2-hydroxyethyl)-1H-1,2,3-triazol-4-yl]ethanol (128 mg, 0.41 mmol) and 2-amino-5-[2-fluoro-4-(1-hydroxy-1-methylethyl)phenyl]thiophene-3-carboxamide (120 mg, 0.41 mmol) according to the general procedure in Example 1. Reactants: BrC1=C(C=O)C=CC=C1 (2-bromobenzaldehyde), NC1=NNC=C1 (3-aminopyrazole), C(C(C)C)(=O)CC(=O)OCC (ethyl isobutyrylacetate). Yields the product BrC1=C(C=CC=C1)C1C=2C(NC(=C1C(=O)OCC)C(C)C)=NNC2 (Ethyl 4-(2-bromophenyl)-4,7-dihydro-6-isopropyl-2H-pyrazolo[3,4-b]pyridine-5-carboxylate). RXN SMILES: [Br:1][C:2]1[CH:9]=[CH:8][CH:7]=[CH:6][C:3]=1[CH:4]=O.[NH2:10][C:11]1[CH:15]=[CH:14][NH:13][N:12]=1.[C:16]([CH2:21][C:22]([O:24][CH2:25][CH3:26])=[O:23])(=O)[CH:17]([CH3:19])[CH3:18]>>[Br:1][C:2]1[CH:9]=[CH:8][CH:7]=[CH:6][C:3]=1[CH:4]1[C:21]([C:22]([O:24][CH2:25][CH3:26])=[O:23])=[C:16]([CH:17]([CH3:19])[CH3:18])[NH:10][C:11]2=[N:12][NH:13][CH:14]=[C:15]12. Procedure: The title compound was prepared from 2-bromobenzaldehyde, 3-aminopyrazole and ethyl isobutyrylacetate in the same manner as in Example 275. Reactants: COC(=O)c1nn(CCc2ccccc2)cc1NC(=O)CSc1ccc(Br)cc1, CO, Cl, [Na+], [OH-]. The product is O=C(CSc1ccc(Br)cc1)Nc1cn(CCc2ccccc2)nc1C(=O)O. Reaction SMILES: [CH3:1][O:2][C:3](=[O:4])[c:5]1[n:6][n:7]([CH2:22][CH2:23][c:24]2[cH:25][cH:26][cH:27][cH:28][cH:29]2)[cH:8][c:9]1[NH:10][C:11]([CH2:12][S:13][c:14]1[cH:15][cH:16][c:17]([Br:20])[cH:18][cH:19]1)=[O:21].[CH3:33][OH:34].[ClH:32].[Na+:31].[OH-:30]>>[O:2]=[C:3]([OH:4])[c:5]1[n:6][n:7]([CH2:22][CH2:23][c:24]2[cH:25][cH:26][cH:27][cH:28][cH:29]2)[cH:8][c:9]1[NH:10][C:11]([CH2:12][S:13][c:14]1[cH:15][cH:16][c:17]([Br:20])[cH:18][cH:19]1)=[O:21]. Reactants: FC1=CC=C(C=C1)CN1C(=NC2=C1C=CC=C2)CC2CCN(CC2)CCNC2=C(C=CC=C2)[N+](=O)[O-] (4-[[1-[(4-fluorophenyl]methyl]-1H-benzimidazol-2-yl]methyl]-N-(2-nitrophenyl)-1-piperidineethanamine), S1C=CC=C1 (thiophene), [H][H] (hydrogen). Reagents/catalysts: [Pd] (palladium-on-charcoal). The solvent is CO (methanol), CO (methanol). Product: FC1=CC=C(C=C1)CN1C(=NC2=C1C=CC=C2)CC2CCN(CC2)CCNC=2C(=CC=CC2)N (N1 -[2-[4-[[1-[(4-fluorophenyl)methyl]-1H-benzimidazol-2-yl]methyl]-1-piperidinyl]ethyl]-1,2-benzenediamine). Isolated yield 90.0%. Reaction SMILES: [F:1][C:2]1[CH:7]=[CH:6][C:5]([CH2:8][N:9]2[C:13]3[CH:14]=[CH:15][CH:16]=[CH:17][C:12]=3[N:11]=[C:10]2[CH2:18][CH:19]2[CH2:24][CH2:23][N:22]([CH2:25][CH2:26][NH:27][C:28]3[CH:33]=[CH:32][CH:31]=[CH:30][C:29]=3[N+:34]([O-])=O)[CH2:21][CH2:20]2)=[CH:4][CH:3]=1.S1C=CC=C1.[H][H]>CO.[Pd]>[F:1][C:2]1[CH:7]=[CH:6][C:5]([CH2:8][N:9]2[C:13]3[CH:14]=[CH:15][CH:16]=[CH:17][C:12]=3[N:11]=[C:10]2[CH2:18][CH:19]2[CH2:24][CH2:23][N:22]([CH2:25][CH2:26][NH:27][C:28]3[C:29]([NH2:34])=[CH:30][CH:31]=[CH:32][CH:33]=3)[CH2:21][CH2:20]2)=[CH:4][CH:3]=1. Reported procedure: A mixture of 7 parts of 4-[[1-[(4-fluorophenyl]methyl]-1H-benzimidazol-2-yl]methyl]-N-(2-nitrophenyl)-1-piperidineethanamine, 1 part of a solution of thiophene in methanol 4% and 200 parts of methanol was hydrogenated at normal pressure and at 50° C. with 2 parts of palladium-on-charcoal catalyst 10%. After the calculated amount of hydrogen was taken up, the catalyst was filtered off and the filtrate was evaporated, yielding 6 parts (90%) of N1 -[2-[4-[[1-[(4-fluorophenyl)methyl]-1H-benzimidazol... Starting materials: CCO, Cc1ccc2c(Cl)ccnc2n1, Cc1ccc(O)c(N)c1. Yields the product Cc1ccc(O)c(Nc2ccnc3nc(C)ccc23)c1. As a reaction SMILES: [CH3:22][CH2:23][OH:24].[Cl:1][c:2]1[c:3]2[cH:4][cH:5][c:6]([CH3:12])[n:7][c:8]2[n:9][cH:10][cH:11]1.[NH2:13][c:14]1[c:15]([OH:21])[cH:16][cH:17][c:18]([CH3:20])[cH:19]1>>[c:2]1([NH:13][c:14]2[c:15]([OH:21])[cH:16][cH:17][c:18]([CH3:20])[cH:19]2)[c:3]2[cH:4][cH:5][c:6]([CH3:12])[n:7][c:8]2[n:9][cH:10][cH:11]1. Reactants: N1=C(NC2=C1C=CC=C2)CN2C(=NC1=C2C=CC=C1)CN(CC(=O)C1=CC=C(OCC(=O)OCC2=CC=CC=C2)C=C1)C (benzyl 4-[2-[[[1-[(benzimidazol-2-yl)methyl]benzimidazol-2-yl]methyl]methylamino]acetyl]phenoxyacetate). Run in CCOC(=O)C (EtOAc), CO (MeOH). Yields the product CNCC(O)C1=CC(=C(C=C1)OCC(=O)OC)OCC(=O)OC (Dimethyl 4-[2-(methylamino)-1-hydroxyethyl]-1,2-phenylenedioxydiacetate). Isolated yield 90.0%. As a reaction SMILES: N1C2C=CC=CC=2NC=1CN1C2C=CC=CC=2N=C1C[N:21]([CH3:43])[CH2:22][C:23]([C:25]1[CH:42]=[CH:41][C:28]([O:29][CH2:30][C:31]([O:33][CH2:34]C2C=CC=CC=2)=[O:32])=[CH:27][CH:26]=1)=[O:24]>CCOC(C)=O.CO>[CH3:43][NH:21][CH2:22][CH:23]([C:25]1[CH:26]=[CH:27][C:28]([O:29][CH2:30][C:31]([O:33][CH3:34])=[O:32])=[C:41]([O:29][CH2:30][C:31]([O:33][CH3:34])=[O:32])[CH:42]=1)[OH:24]. Procedure: Following the procedure of Example 76(e), except substituting dimethyl 4-[2-(Cbz-methylamino)acetyl]-1,2-phenylenedioxydiacetate (2.1 g, 4.57 mmol) for benzyl 4-[2-[[[1-[(benzimidazol-2-yl)methyl]benzimidazol-2-yl]methyl]methylamino]acetyl]phenoxyacetate and using EtOAc (50 mL) and MeOH (20 mL) as solvents, the title compound (1.34 g, 90%) was prepared: MS (ES) m/e 328.0 [M+H]+. Reactants: IC1=CC=C(C=C1)C(CCCCN1CCC(CC1)C=1C=C(C=CC1)NC(C(C)C)=O)=O (N-(3-{1-[5-(4-iodophenyl)-5-oxopentyl]-4-piperidinyl}phenyl)-2-methylpropanamide), CN(N)C1=CC=CC=C1 (1-methyl-1-phenylhydrazine). Yields the product IC1=CC=C(C=C1)C=1N(C2=CC=CC=C2C1CCCN1CCC(CC1)C=1C=C(C=CC1)NC(C(C)C)=O)C (N-[3-(1-{3-[2-(4-IODOPHENYL)-1-METHYL-1H-INDOL-3-YL]PROPYL}-4-PIPERIDINYL)PHENYL]-2-METHYLPROPANAMIDE). Reaction SMILES: [I:1][C:2]1[CH:7]=[CH:6][C:5]([C:8](=O)[CH2:9][CH2:10][CH2:11][CH2:12][N:13]2[CH2:18][CH2:17][CH:16]([C:19]3[CH:20]=[C:21]([NH:25][C:26](=[O:30])[CH:27]([CH3:29])[CH3:28])[CH:22]=[CH:23][CH:24]=3)[CH2:15][CH2:14]2)=[CH:4][CH:3]=1.[CH3:32][N:33]([C:35]1[CH:40]=[CH:39][CH:38]=[CH:37][CH:36]=1)N>>[I:1][C:2]1[CH:7]=[CH:6][C:5]([C:8]2[N:33]([CH3:32])[C:35]3[C:40]([C:9]=2[CH2:10][CH2:11][CH2:12][N:13]2[CH2:18][CH2:17][CH:16]([C:19]4[CH:20]=[C:21]([NH:25][C:26](=[O:30])[CH:27]([CH3:29])[CH3:28])[CH:22]=[CH:23][CH:24]=4)[CH2:15][CH2:14]2)=[CH:39][CH:38]=[CH:37][CH:36]=3)=[CH:4][CH:3]=1. Procedure: Prepared by Procedure E and Scheme M using N-(3-{1-[5-(4-iodophenyl)-5-oxopentyl]-4-piperidinyl}phenyl)-2-methylpropanamide and 1-methyl-1-phenylhydrazine: ESMS m/e: 620.1 (M+H)+. Starting materials: COC(C1=CC(=CC=C1)C=1OC(=NN1)CCO)=O (3-[5-(2-hydroxy-ethyl)-[1,3,4]oxadiazol-2-yl]-benzoic acid methyl ester), O1CCCC=C1 (dihydropyrane), O.C1(=CC=C(C=C1)S(=O)(=O)O)C (p-toluenesulfonic acid hydrate). Run in CCOC(=O)C (AcOEt), CCOC(=O)C (AcOEt). Conditions: temperature 20 celsius, time 2 hour. Yields the product COC(C1=CC(=CC=C1)C=1SC(=NN1)CCOC1OCCCC1)=O (3-{5-[2-(tetrahydro-pyran-2-yloxy)-ethyl]-[1,3,4]thiadiazol-2-yl}-benzoic acid methyl ester). As a reaction SMILES: [CH3:1][O:2][C:3](=[O:18])[C:4]1[CH:9]=[CH:8][CH:7]=[C:6]([C:10]2O[C:12]([CH2:15][CH2:16][OH:17])=[N:13][N:14]=2)[CH:5]=1.[O:19]1[CH:24]=[CH:23][CH2:22][CH2:21][CH2:20]1.O.C1(C)C=CC([S:32](O)(=O)=O)=CC=1>CCOC(C)=O>[CH3:1][O:2][C:3](=[O:18])[C:4]1[CH:9]=[CH:8][CH:7]=[C:6]([C:10]2[S:32][C:12]([CH2:15][CH2:16][O:17][CH:24]3[CH2:23][CH2:22][CH2:21][CH2:20][O:19]3)=[N:13][N:14]=2)[CH:5]=1 |f:2.3|. Reported procedure: A mixture of 3-[5-(2-hydroxy-ethyl)-[1,3,4]oxadiazol-2-yl]-benzoic acid methyl ester (7.45 g), dihydropyrane (4.1 mL) and p-toluenesulfonic acid hydrate (0.57 g) in AcOEt (80 mL) was stirred at 20° C. for 2 h. The solution was diluted with AcOEt, washed with 5% NaHCO3 solution and with brine, dried and evaporated in vacuum. The residual oil was purified by chromatography on silica gel using AcOEt/hexane (1:2) as eluent to give 3-{5-[2-(tetrahydro-pyran-2-yloxy)-ethyl]-[1,3,4]thiadiazol-2-yl}-ben...